From a dataset of the Open Reaction Database (ORD), a public repository of structured organic reaction records. describe an organic reaction: reactants, conditions, products, and yield The reactants are [H-].[Al+3].[Li+].[H-].[H-].[H-] (Lithium aluminium hydride), CC1=C(N=C(O1)C1=CC=CC=C1)COC1=CC=C(CN2N=C(C(=C2)C(=O)OCC)OCC2=CC=C(C=C2)OCC=2N=C(OC2C)C2=CC=CC=C2)C=C1 (ethyl 1-[4-(5-methyl-2-phenyl-4-oxazolylmethoxy)benzyl]-3-[4-(5-methyl-2-phenyl-4-oxazolylmethoxy)benzyloxy]-1H-pyrazole-4-carboxylate), O (water). The solvent is O1CCCC1 (tetrahydrofuran). Run at time 30 minute. Yields the product CC1=C(N=C(O1)C1=CC=CC=C1)COC1=CC=C(CN2N=C(C(=C2)CO)OCC2=CC=C(C=C2)OCC=2N=C(OC2C)C2=CC=CC=C2)C=C1 ([1-[4-(5-methyl-2-phenyl-4-oxazolylmethoxy)benzyl]-3-[4-(5-methyl-2-phenyl-4-oxazolylmethoxy)benzyloxy]-1H-pyrazol-4-yl]methanol). The yield is 95.4%. Reaction SMILES: [H-].[Al+3].[Li+].[H-].[H-].[H-].[CH3:7][C:8]1[O:12][C:11]([C:13]2[CH:18]=[CH:17][CH:16]=[CH:15][CH:14]=2)=[N:10][C:9]=1[CH2:19][O:20][C:21]1[CH:59]=[CH:58][C:24]([CH2:25][N:26]2[CH:30]=[C:29]([C:31](OCC)=[O:32])[C:28]([O:36][CH2:37][C:38]3[CH:43]=[CH:42][C:41]([O:44][CH2:45][C:46]4[N:47]=[C:48]([C:52]5[CH:57]=[CH:56][CH:55]=[CH:54][CH:53]=5)[O:49][C:50]=4[CH3:51])=[CH:40][CH:39]=3)=[N:27]2)=[CH:23][CH:22]=1.O>O1CCCC1>[CH3:7][C:8]1[O:12][C:11]([C:13]2[CH:18]=[CH:17][CH:16]=[CH:15][CH:14]=2)=[N:10][C:9]=1[CH2:19][O:20][C:21]1[CH:22]=[CH:23][C:24]([CH2:25][N:26]2[CH:30]=[C:29]([CH2:31][OH:32])[C:28]([O:36][CH2:37][C:38]3[CH:43]=[CH:42][C:41]([O:44][CH2:45][C:46]4[N:47]=[C:48]([C:52]5[CH:53]=[CH:54][CH:55]=[CH:56][CH:57]=5)[O:49][C:50]=4[CH3:51])=[CH:40][CH:39]=3)=[N:27]2)=[CH:58][CH:59]=1 |f:0.1.2.3.4.5|. Procedure details: Lithium aluminium hydride (2.03 g) was added to a solution of ethyl 1-[4-(5-methyl-2-phenyl-4-oxazolylmethoxy)benzyl]-3-[4-(5-methyl-2-phenyl-4-oxazolylmethoxy)benzyloxy]-1H-pyrazole-4-carboxylate (40.00 g) in tetrahydrofuran (150 ml) at 0° C., and the mixture was stirred at room temperature for 30 minutes. After water was added to the reaction mixture, the precipitate was removed by filtration and the filtrate was extracted with ethyl acetate. The ethyl acetate layer was washed with saturated a... Reactants: CC(=O)OI1(C2=CC=CC=C2C(=O)O1)(OC(=O)C)OC(=O)C (1,1-dihydro-1,1,1-triacetoxy-1,2-benziodoxol-3(1H)-one), FC1=CC=C(C=C1)C1=C2C(CC(OC2=CC(=C1C(C1=CC=C(C=C1)C(F)(F)F)O)C(C)C)(C)C)=O (rac-5-(4-Fluorophenyl)-6-{hydroxy[4-(trifluoromethyl)phenyl]methyl}-7-isopropyl-2,2-dimethyl-2,3-dihydro-4H-chromen-4-one). The solvent is ClCCl (dichloromethane), ClCCl (dichloromethane). Reaction conditions: time 4 hour. Yields the product FC1=CC=C(C=C1)C1=C2C(CC(OC2=CC(=C1C(C1=CC=C(C=C1)C(F)(F)F)=O)C(C)C)(C)C)=O (5-(4-Fluorophenyl)-7-isopropyl-2,2-dimethyl-6-[4-(trifluoromethyl)benzoyl]-2,3-dihydro-4H-chromen-4-one). As a reaction SMILES: CC(OI1(OC(C)=O)(OC(C)=O)OC(=O)C2C1=CC=CC=2)=O.[F:23][C:24]1[CH:29]=[CH:28][C:27]([C:30]2[C:39]([CH:40]([OH:51])[C:41]3[CH:46]=[CH:45][C:44]([C:47]([F:50])([F:49])[F:48])=[CH:43][CH:42]=3)=[C:38]([CH:52]([CH3:54])[CH3:53])[CH:37]=[C:36]3[C:31]=2[C:32](=[O:57])[CH2:33][C:34]([CH3:56])([CH3:55])[O:35]3)=[CH:26][CH:25]=1>ClCCl>[F:23][C:24]1[CH:29]=[CH:28][C:27]([C:30]2[C:39]([C:40](=[O:51])[C:41]3[CH:46]=[CH:45][C:44]([C:47]([F:49])([F:50])[F:48])=[CH:43][CH:42]=3)=[C:38]([CH:52]([CH3:53])[CH3:54])[CH:37]=[C:36]3[C:31]=2[C:32](=[O:57])[CH2:33][C:34]([CH3:55])([CH3:56])[O:35]3)=[CH:26][CH:25]=1. Procedure details: At 0° C., 174 mg (410 μmol) of 1,1-dihydro-1,1,1-triacetoxy-1,2-benziodoxol-3(1H)-one are added to a solution of 100 mg (207 μmol) of rac-5-(4-fluorophenyl)-6-{hydroxy[4-(trifluoromethyl)-phenyl]methyl}-7-isopropyl-2,2-dimethyl-2,3-dihydro-4H-chromen-4-one (Example 21A) in 4.5 ml of dichloromethane, and the mixture is stirred at this temperature for 4 h. The mixture is then diluted with dichloromethane and washed three times with 1 M aqueous sodium hydroxide solution. The organic phase is dried ... RXN SMILES: [C:29](#[N:30])[c:31]1[cH:32][cH:33][c:34]([O:41][c:42]2[cH:43][c:44]([Cl:49])[cH:45][c:46]([Cl:48])[cH:47]2)[c:35]([S:37](=[O:38])(=[O:39])[Cl:40])[cH:36]1.[CH2:50]1[O:51][CH2:52][CH2:53][CH2:54]1.[CH:20]([N:21]([CH:22]([CH3:23])[CH3:24])[CH2:25][CH3:26])([CH3:27])[CH3:28].[n:1]1([CH2:6][CH:7]2[CH2:8][N:9]([C:13](=[O:14])[O:15][C:16]([CH3:17])([CH3:18])[CH3:19])[CH2:10][CH2:11][NH:12]2)[n:2][cH:3][n:4][cH:5]1>>[n:1]1([CH2:6][CH:7]2[CH2:8][N:9]([C:13](=[O:14])[O:15][C:16]([CH3:17])([CH3:18])[CH3:19])[CH2:10][CH2:11][N:12]2[S:37]([c:35]2[c:34]([O:41][c:42]3[cH:43][c:44]([Cl:49])[cH:45][c:46]([Cl:48])[cH:47]3)[cH:33][cH:32][c:31]([C:29]#[N:30])[cH:36]2)(=[O:38])=[O:39])[n:2][cH:3][n:4][cH:5]1. The product is CC(C)(C)OC(=O)N1CCN(S(=O)(=O)c2cc(C#N)ccc2Oc2cc(Cl)cc(Cl)c2)C(Cn2cncn2)C1. Starting materials: N#Cc1ccc(Oc2cc(Cl)cc(Cl)c2)c(S(=O)(=O)Cl)c1, C1CCOC1, CCN(C(C)C)C(C)C, CC(C)(C)OC(=O)N1CCNC(Cn2cncn2)C1. Starting materials: COC(C(=O)O)c1csc2cc(F)ccc12, CN(C)C=O, O=C(Cl)C(=O)Cl, c1ccccc1. Yields the product COC(C(=O)Cl)c1csc2cc(F)ccc12. RXN SMILES: [CH3:1][O:2][CH:3]([C:4](=[O:5])[OH:6])[c:7]1[cH:8][s:9][c:10]2[c:11]1[cH:12][cH:13][c:14]([F:16])[cH:15]2.[CH3:23][N:24]([CH3:25])[CH:26]=[O:27].[Cl:17][C:18]([C:19]([Cl:20])=[O:21])=[O:22].[cH:28]1[cH:29][cH:30][cH:31][cH:32][cH:33]1>>[CH3:1][O:2][CH:3]([C:4](=[O:5])[Cl:17])[c:7]1[cH:8][s:9][c:10]2[c:11]1[cH:12][cH:13][c:14]([F:16])[cH:15]2. Reactants: ClCCl, CC(C)O, O=C=Nc1cccc(S(=O)(=O)N=C=O)c1, COc1cc(C)nc(NC(=O)NS(=O)(=O)c2cccc(N=C=O)c2)n1, COc1cc(C)nc(N)n1. Yields the product COc1cc(C)nc(NC(=O)NS(=O)(=O)c2cccc(NC(=O)OC(C)C)c2)n1. RXN SMILES: [CH2:55]([Cl:56])[Cl:57].[CH3:51][CH:52]([CH3:53])[OH:54].[N:1]([c:2]1[cH:3][c:4]([S:5]([N:6]=[C:7]=[O:8])(=[O:9])=[O:10])[cH:11][cH:12][cH:13]1)=[C:14]=[O:15].[N:26](=[C:27]=[O:28])[c:29]1[cH:30][c:31]([S:35](=[O:36])(=[O:37])[NH:38][C:39](=[O:40])[NH:41][c:42]2[n:43][c:44]([CH3:50])[cH:45][c:46]([O:48][CH3:49])[n:47]2)[cH:32][cH:33][cH:34]1.[NH2:16][c:17]1[n:18][c:19]([O:20][CH3:21])[cH:22][c:23]([CH3:24])[n:25]1>>[NH:26]([C:27](=[O:28])[O:54][CH:52]([CH3:51])[CH3:53])[c:29]1[cH:30][c:31]([S:35](=[O:36])(=[O:37])[NH:38][C:39](=[O:40])[NH:41][c:42]2[n:43][c:44]([CH3:50])[cH:45][c:46]([O:48][CH3:49])[n:47]2)[cH:32][cH:33][cH:34]1. Starting materials: COC(C1=CC=C(C=C1)C(=O)N1CCN(CC1)C1=NC=CC=C1NC(C)C)=O (4-[1-[3-(isopropylamino)-2-pyridyl]piperazin-4-yl-carbonyl]benzoic acid methyl ester), CN(CCN)C (N,N-dimethylethylenediamine). The product is CN(CCNC(=O)C1=CC=C(C=C1)C(=O)N1CCN(CC1)C1=NC=CC=C1NC(C)C)C (1-[N-[2-(Dimethylamino)ethyl]carbamoyl]-4-[1-[3-(isopropylamino)-2-pyridyl]piperazin-4-yl-carbonyl]benzene). Isolated yield 79.0%. As a reaction SMILES: CO[C:3](=[O:28])[C:4]1[CH:9]=[CH:8][C:7]([C:10]([N:12]2[CH2:17][CH2:16][N:15]([C:18]3[C:23]([NH:24][CH:25]([CH3:27])[CH3:26])=[CH:22][CH:21]=[CH:20][N:19]=3)[CH2:14][CH2:13]2)=[O:11])=[CH:6][CH:5]=1.[CH3:29][N:30]([CH3:34])[CH2:31][CH2:32][NH2:33]>>[CH3:29][N:30]([CH3:34])[CH2:31][CH2:32][NH:33][C:3]([C:4]1[CH:5]=[CH:6][C:7]([C:10]([N:12]2[CH2:17][CH2:16][N:15]([C:18]3[C:23]([NH:24][CH:25]([CH3:27])[CH3:26])=[CH:22][CH:21]=[CH:20][N:19]=3)[CH2:14][CH2:13]2)=[O:11])=[CH:8][CH:9]=1)=[O:28]. Reported procedure: By the same procedure as described in the example 45, synthesis was carried out starting with 4-[1-[3-(isopropylamino)-2-pyridyl]piperazin-4-yl-carbonyl]benzoic acid methyl ester and using N,N-dimethylethylenediamine. Then, the product was recrystallized using ethanol and isopropyl ether to give the desired compound. The reactants are Cl.Cl.N[C@H]1[C@H](CCC1)CNC=1NC2=CC=CC=C2C(C1)=O (2-[((1R,2R)-2-aminocyclopentylmethyl)amino]-1H-quinolin-4-one dihydrochloride), ClC=1C=C(C=O)C=CC1Cl (3,4-dichlorobenzaldehyde), C(C)(=O)[O-].[Na+] (sodium acetate), C(#N)[BH3-].[Na+] (sodium cyanoborohydride), solution, 416, 833. Run in CO (methanol), C(C)(=O)O (acetic acid). Product: ClC=1C=C(CN[C@H]2[C@H](CCC2)CNC=2NC3=CC=CC=C3C(C2)=O)C=CC1Cl (2-{[(1R,2R)-2-(3,4-Dichlorobenzylamino)cyclopentylmethyl]amino}-1H-quinolin-4-one). Reaction SMILES: Cl.Cl.[NH2:3][C@@H:4]1[CH2:8][CH2:7][CH2:6][C@@H:5]1[CH2:9][NH:10][C:11]1[NH:12][C:13]2[C:18]([C:19](=[O:21])[CH:20]=1)=[CH:17][CH:16]=[CH:15][CH:14]=2.[Cl:22][C:23]1[CH:24]=[C:25]([CH:28]=[CH:29][C:30]=1[Cl:31])[CH:26]=O.C([O-])(=O)C.[Na+].C([BH3-])#N.[Na+]>CO.C(O)(=O)C>[Cl:22][C:23]1[CH:24]=[C:25]([CH:28]=[CH:29][C:30]=1[Cl:31])[CH2:26][NH:3][C@@H:4]1[CH2:8][CH2:7][CH2:6][C@@H:5]1[CH2:9][NH:10][C:11]1[NH:12][C:13]2[C:18]([C:19](=[O:21])[CH:20]=1)=[CH:17][CH:16]=[CH:15][CH:14]=2 |f:0.1.2,4.5,6.7|. Procedure: The title compound was prepared from 2-[((1R,2R)-2-aminocyclopentylmethyl)amino]-1H-quinolin-4-one dihydrochloride(0.059 g, 0.18 mmol), 3,4-dichlorobenzaldehyde (0.031 g, 0.18 mmol), sodium acetate (0.045 g, 0.54 mmol) and sodium cyanoborohydride (0.02 g, 0.32 mmol) in a 1% solution of acetic acid in methanol (2 mL) according to the procedure described in Example 61d. δH (CD3OD) 1.61-1.72 (3H, m), 1.79-1.96 (3H, m), 2.27-2.37 (1H, m), 3.18 (1H, q, J=6.44 Hz), 3.30 (1H, d×d, J=6.67 & 13.34 Hz), 3... The reactants are COC(=O)C=Cc1cncc(-c2ccc(C)cc2)c1, Cl, [Na+], C1CCOC1, [OH-]. Yields the product Cc1ccc(-c2cncc(C=CC(=O)O)c2)cc1. Reaction SMILES: [CH3:1][c:2]1[cH:3][cH:4][c:5](-[c:8]2[cH:9][c:10]([CH:14]=[CH:15][C:16](=[O:17])[O:18][CH3:19])[cH:11][n:12][cH:13]2)[cH:6][cH:7]1.[ClH:22].[Na+:21].[O:23]1[CH2:24][CH2:25][CH2:26][CH2:27]1.[OH-:20]>>[CH3:1][c:2]1[cH:3][cH:4][c:5](-[c:8]2[cH:9][c:10]([CH:14]=[CH:15][C:16](=[O:17])[OH:18])[cH:11][n:12][cH:13]2)[cH:6][cH:7]1. The reactants are S1C2=C(C(=C1)C(C(=O)O)N(C1=CC=CC=C1)C)C=CC=C2 (2-(benzo[b]thiophen-3-yl)-2-(methyl(phenyl)amino)acetic acid), N12C[C@@H](C(CC1)CC2)O ((R)-quinuclidin-3-ol), C1CCC(CC1)N=C=NC2CCCCC2 (DCC), C=1C=CC2=C(C1)N=NN2O (HOBT). Solvent: C1CCOC1 (THF). Conditions: time 8 hour. Yields the product S1C2=C(C(=C1)C(C(=O)O[C@H]1CN3CCC1CC3)N(C3=CC=CC=C3)C)C=CC=C2 ((R)-quinuclidin-3-yl 2-(benzo[b]thiophen-3-yl)-2-(methyl(phenyl)amino)acetate). Yield: 46.7%. Reaction SMILES: [S:1]1[CH:5]=[C:4]([CH:6]([N:10]([CH3:17])[C:11]2[CH:16]=[CH:15][CH:14]=[CH:13][CH:12]=2)[C:7]([OH:9])=[O:8])[C:3]2[CH:18]=[CH:19][CH:20]=[CH:21][C:2]1=2.[N:22]12[CH2:29][CH2:28][CH:25]([CH2:26][CH2:27]1)[C@@H:24](O)[CH2:23]2.C1CCC(N=C=NC2CCCCC2)CC1.C1C=CC2N(O)N=NC=2C=1>C1COCC1>[S:1]1[CH:5]=[C:4]([CH:6]([N:10]([CH3:17])[C:11]2[CH:16]=[CH:15][CH:14]=[CH:13][CH:12]=2)[C:7]([O:9][C@@H:24]2[CH:25]3[CH2:28][CH2:29][N:22]([CH2:27][CH2:26]3)[CH2:23]2)=[O:8])[C:3]2[CH:18]=[CH:19][CH:20]=[CH:21][C:2]1=2. Procedure details: A mixture of 2-(benzo[b]thiophen-3-yl)-2-(methyl(phenyl)amino)acetic acid (I34) (351 mg, 1.18 mmol), (R)-quinuclidin-3-ol (180 mg, 1.42 mmol), DCC (292 mg, 1.42 mmol), and HOBT (217 mg, 1.42 mmol) in dry THF (20 ml) was stirred at room temperature overnight. The solvent was evaporated, and the crude product was portioned between EtOAc and 2M K2CO3. The organic phase was washed with 2M K2CO3 and brine, dried over Na2SO4, filtered and evaporated to dryness. The crude product was purified by flash ...